This data is from the Open Reaction Database (ORD), a public repository of structured organic reaction records. The task is: describe an organic reaction: reactants, conditions, products, and yield The reactants are CC1(C)CCC(=O)c2cc(Br)ccc21, CC[SiH](CC)CC, O=C(O)C(F)(F)F. Yields the product CC1(C)CCCc2cc(Br)ccc21. As a reaction SMILES: [Br:1][c:2]1[cH:3][cH:4][c:5]2[c:10]([cH:11]1)[C:9](=[O:12])[CH2:8][CH2:7][C:6]2([CH3:13])[CH3:14].[CH2:15]([SiH:16]([CH2:17][CH3:18])[CH2:19][CH3:20])[CH3:21].[OH:22][C:23]([C:24]([F:25])([F:26])[F:27])=[O:28]>>[Br:1][c:2]1[cH:3][cH:4][c:5]2[c:10]([cH:11]1)[CH2:9][CH2:8][CH2:7][C:6]2([CH3:13])[CH3:14]. Starting materials: C(C)(=O)OCC (Ethyl acetate), NC(C(C(=O)OC(C)(C)C)CC=1OC(=CC1)C(=O)OCC)C (tert-butyl (2RS,3RS)-3-amino-2-{5-(ethoxycarbonyl)-2-furylmethyl}butanoate), C1=C(C=CC2=CC=CC=C12)C=O (2-naphthaldehyde), [BH4-].[Na+] (sodium borohydride). Run in O (water), CO (methanol). Reaction conditions: temperature 0 celsius. The product is C(C)OC(=O)C1=CC=C(O1)CC(C(=O)OC(C)(C)C)C(C)NCC1=CC2=CC=CC=C2C=C1 (tert-butyl (2RS,3RS)-2-{5-(ethoxycarbonyl)-2-furylmethyl}-3-{(2-naphthylmethyl)amino}butanoate). Yield: 76.5%. RXN SMILES: [NH2:1][CH:2]([CH3:22])[CH:3]([CH2:11][C:12]1[O:13][C:14]([C:17]([O:19][CH2:20][CH3:21])=[O:18])=[CH:15][CH:16]=1)[C:4]([O:6][C:7]([CH3:10])([CH3:9])[CH3:8])=[O:5].[CH:23]1[C:32]2[C:27](=[CH:28][CH:29]=[CH:30][CH:31]=2)[CH:26]=[CH:25][C:24]=1[CH:33]=O.[BH4-].[Na+].C(OCC)(=O)C>CO.O>[CH2:20]([O:19][C:17]([C:14]1[O:13][C:12]([CH2:11][CH:3]([CH:2]([NH:1][CH2:33][C:24]2[CH:25]=[CH:26][C:27]3[C:32](=[CH:31][CH:30]=[CH:29][CH:28]=3)[CH:23]=2)[CH3:22])[C:4]([O:6][C:7]([CH3:8])([CH3:9])[CH3:10])=[O:5])=[CH:16][CH:15]=1)=[O:18])[CH3:21] |f:2.3|. Reported procedure: 500 mg of tert-butyl (2RS,3RS)-3-amino-2-{5-(ethoxycarbonyl)-2-furylmethyl}butanoate in 15 ml of methanol was stirred together with 251 mg of 2-naphthaldehyde at 50° C. for 2 hours under heating. The reaction solution was cooled to 0° C. and stirred with 61 mg of sodium borohydride at the same temperature for 15 minutes. Ethyl acetate and water were added to the reaction solution for extraction, and the organic layer was washed with saturated aqueous sodium chloride and then dried over anhydrous... Reactants: FC1=CC=C(C=C1)C1=NN(C(=C1C1=CC=NC=C1)C1=CC(=NC=C1)OC)CCO (3-(4-fluorophenyl)-5-(2-methoxy-4-pyridinyl)-4-(4-pyridinyl)-1H-pyrazole-1-ethanol), Br (hydrobromic acid), [OH-].[NH4+] (ammonium hydroxide), O (water). The solvent is C(C)(=O)O (acetic acid). The product is FC1=CC=C(C=C1)C1=NN(C(=C1C1=CC=NC=C1)C1=CC(NC=C1)=O)CCO (4-[3-(4-fluorophenyl)-1-(2-hydroxyethyl)-4-(4-pyridinyl)-1H-pyrazol-5-yl]-2(1H)-pyridinone). Reaction SMILES: [F:1][C:2]1[CH:7]=[CH:6][C:5]([C:8]2[C:12]([C:13]3[CH:18]=[CH:17][N:16]=[CH:15][CH:14]=3)=[C:11]([C:19]3[CH:24]=[CH:23][N:22]=[C:21]([O:25]C)[CH:20]=3)[N:10]([CH2:27][CH2:28][OH:29])[N:9]=2)=[CH:4][CH:3]=1.Br.O.[OH-].[NH4+]>C(O)(=O)C>[F:1][C:2]1[CH:3]=[CH:4][C:5]([C:8]2[C:12]([C:13]3[CH:14]=[CH:15][N:16]=[CH:17][CH:18]=3)=[C:11]([C:19]3[CH:24]=[CH:23][NH:22][C:21](=[O:25])[CH:20]=3)[N:10]([CH2:27][CH2:28][OH:29])[N:9]=2)=[CH:6][CH:7]=1 |f:3.4|. Isolated yield 31.0%. Procedure details: To a solution of 3-(4-fluorophenyl)-5-(2-methoxy-4-pyridinyl)-4-(4-pyridinyl)-1H-pyrazole-1-ethanol (0.28 g, 0.0006 mol) in 5 mL of acetic acid was added 3 mL of 48% hydrobromic acid. The reaction mixture was heated at reflux for 3 hour. The cooled mixture was then treated with water, basified with ammonium hydroxide and extracted with ethyl acetate. The organic layer was washed with brine, dried over magnesium sulfate and filtered. The filtrate was concentrated and purified by chromatography on... Reactants: C(C)(C)(C)C=1N=C(SC1)C=1OC2=C(C1)C=C(C=C2)CN2C=C(C1=CC(=CC=C21)CC(C(=O)OCC)C(=O)OCC)C#N (ethyl 3-{1-{[2-(4-tert-butylthiazol-2-yl)benzofuran-5-yl]methyl}-3-cyanoindol-5-yl}-2-ethoxycarbonylpropionate), [OH-].[Na+] (sodium hydroxide), Cl (hydrochloric acid). The solvent is CO (methanol). Yields the product C(C)(C)(C)C=1N=C(SC1)C=1OC2=C(C1)C=C(C=C2)CN2C=C(C1=CC(=CC=C21)CCC(=O)O)C#N (3-{1-{[2-(4-tert-butylthiazol-2-yl)benzofuran-5-yl]methyl}-3-cyanoindol-5-yl}propionic acid). The yield is 130.8%. Reaction SMILES: [C:1]([C:5]1[N:6]=[C:7]([C:10]2[O:11][C:12]3[CH:18]=[CH:17][C:16]([CH2:19][N:20]4[C:28]5[C:23](=[CH:24][C:25]([CH2:29][CH:30](C(OCC)=O)[C:31]([O:33]CC)=[O:32])=[CH:26][CH:27]=5)[C:22]([C:41]#[N:42])=[CH:21]4)=[CH:15][C:13]=3[CH:14]=2)[S:8][CH:9]=1)([CH3:4])([CH3:3])[CH3:2].[OH-].[Na+].Cl>CO>[C:1]([C:5]1[N:6]=[C:7]([C:10]2[O:11][C:12]3[CH:18]=[CH:17][C:16]([CH2:19][N:20]4[C:28]5[C:23](=[CH:24][C:25]([CH2:29][CH2:30][C:31]([OH:33])=[O:32])=[CH:26][CH:27]=5)[C:22]([C:41]#[N:42])=[CH:21]4)=[CH:15][C:13]=3[CH:14]=2)[S:8][CH:9]=1)([CH3:4])([CH3:2])[CH3:3] |f:1.2|. Reported procedure: A mixture of ethyl 3-{1-{[2-(4-tert-butylthiazol-2-yl)benzofuran-5-yl]methyl}-3-cyanoindol-5-yl}-2-ethoxycarbonylpropionate (0.72 g) and 1N sodium hydroxide solution (5 ml) in methanol (10 ml) was stirred under reflux for 3 hours. After cooling, the mixture was made acidic with diluted hydrochloric acid and extracted with ethyl acetate. The ethyl acetate layer was washed with water and brine, dried over magnesium sulfate and evaporated under reduced pressure. The residue was dissolved in xylene ... The reactants are C(C)OC(=O)N1CCC2=C(C=3C(C(CC3C=C2)(F)F)(C=2C=NC=CC2)Br)CC1 (1-Bromo-2,2-difluoro-1-pyridin-3-yl-1,3,6,7,9,10-hexahydro-2H-8-aza-cyclohepta[e]indene-8-carboxylic acid ethyl ester), C(CCC)[SnH](CCCC)CCCC (tributyltin hydride). The solvent is C1(=CC=CC=C1)C (toluene). Conditions: temperature 110 celsius, time 20 minute. Yields the product C(C)OC(=O)N1CCC2=C(C=3C(C(CC3C=C2)(F)F)C=2C=NC=CC2)CC1 (2,2-Difluoro-1-pyridin-3-yl-1,3,6,7,9,10-hexahydro-2H-8-aza-cyclohepta[e]indene-8-carboxylic acid ethyl ester). The yield is 65.4%. Reaction SMILES: [CH2:1]([O:3][C:4]([N:6]1[CH2:28][CH2:27][C:10]2[C:11]3[C:12](Br)([C:20]4[CH:21]=[N:22][CH:23]=[CH:24][CH:25]=4)[C:13]([F:19])([F:18])[CH2:14][C:15]=3[CH:16]=[CH:17][C:9]=2[CH2:8][CH2:7]1)=[O:5])[CH3:2].C([SnH](CCCC)CCCC)CCC>C1(C)C=CC=CC=1>[CH2:1]([O:3][C:4]([N:6]1[CH2:28][CH2:27][C:10]2[C:11]3[CH:12]([C:20]4[CH:21]=[N:22][CH:23]=[CH:24][CH:25]=4)[C:13]([F:18])([F:19])[CH2:14][C:15]=3[CH:16]=[CH:17][C:9]=2[CH2:8][CH2:7]1)=[O:5])[CH3:2]. Procedure details: Into a 500 ml flask, the product from step (b) (15.2 mmol) dissolved in toluene (100 ml) was placed. The flask was purged with Ar, followed by the addition of tributyltin hydride (8.36 ml, 31.11 mmol). The reaction mixture was placed in a pre-heated (110° C.) oil bath and stirred for 20 minutes. The reaction mixture was cooled, quenched with saturated aqueous Na2CO3, and extracted with EtOAc (3×). The combined EtOAc extracts were washed with brine, dried over Na2SO4, and solvent evaporated in va... The reactants are C(C)(C)(C)OC(=O)CON=C1CC(OC2=C(C(=C(C(=C12)C)O)C)C)(C)COC1=CC=C(CC2C(NC(S2)=O)=O)C=C1 (5-[4-(4-t-butoxycarbonylmethoxyimino-6-hydroxy-2,5,7,8-tetramethylchroman -2ylmethoxy)benzyl]thiazolidine-2,4-dione), Cl (hydrogen chloride). The solvent is O1CCOCC1 (dioxane). Run at time 15 hour. Product: C(=O)(O)CON=C1CC(OC2=C(C(=C(C(=C12)C)O)C)C)(C)COC1=CC=C(CC2C(NC(S2)=O)=O)C=C1 (5-[4-(4-Carboxymethoxyimino-6-hydroxy-2,5,7,8-tetramethylchroman-2-ylmethoxy)benzyl]thiazolidine -2,4-dione). Reaction SMILES: C([O:5][C:6]([CH2:8][O:9][N:10]=[C:11]1[C:20]2[C:15](=[C:16]([CH3:24])[C:17]([CH3:23])=[C:18]([OH:22])[C:19]=2[CH3:21])[O:14][C:13]([CH2:26][O:27][C:28]2[CH:41]=[CH:40][C:31]([CH2:32][CH:33]3[S:37][C:36](=[O:38])[NH:35][C:34]3=[O:39])=[CH:30][CH:29]=2)([CH3:25])[CH2:12]1)=[O:7])(C)(C)C.Cl>O1CCOCC1>[C:6]([CH2:8][O:9][N:10]=[C:11]1[C:20]2[C:15](=[C:16]([CH3:24])[C:17]([CH3:23])=[C:18]([OH:22])[C:19]=2[CH3:21])[O:14][C:13]([CH2:26][O:27][C:28]2[CH:41]=[CH:40][C:31]([CH2:32][CH:33]3[S:37][C:36](=[O:38])[NH:35][C:34]3=[O:39])=[CH:30][CH:29]=2)([CH3:25])[CH2:12]1)([OH:7])=[O:5]. Reported procedure: A mixture of 0.7 g of 5-[4-(4-t-butoxycarbonylmethoxyimino-6-hydroxy-2,5,7,8-tetramethylchroman -2ylmethoxy)benzyl]thiazolidine-2,4-dione (prepared as described in Example 26) and 7 ml of a 4N dioxane solution of hydrogen chloride was allowed to stand at room temperature for 15 hours. At the end of this time, the solvent was distilled off and the residue was washed with warm water to give the title compound, softening at 75°-85° C.